This data is from the Open Reaction Database (ORD), a public repository of structured organic reaction records. The task is: describe an organic reaction: reactants, conditions, products, and yield The reactants are CN1CCNCC1, CCO, Nc1nc(Cl)nc2ccccc12, [Na+], [OH-], O. Product: Cl, CN1CCN(c2nc(N)c3ccccc3n2)CC1. As a reaction SMILES: [CH3:13][N:14]1[CH2:15][CH2:16][NH:17][CH2:18][CH2:19]1.[CH3:20][CH2:21][OH:22].[Cl:1][c:2]1[n:3][c:4]2[cH:5][cH:6][cH:7][cH:8][c:9]2[c:10]([NH2:12])[n:11]1.[Na+:24].[OH-:23].[OH2:25]>>[ClH:1].[c:2]1([N:17]2[CH2:16][CH2:15][N:14]([CH3:13])[CH2:19][CH2:18]2)[n:3][c:4]2[cH:5][cH:6][cH:7][cH:8][c:9]2[c:10]([NH2:12])[n:11]1. The reactants are OC1=CC=C(C=C1)C(CC1=CC=C(C=C1)Cl)=O (1-(4-hydroxyphenyl)-2-(4-chlorophenyl)ethanone), COC1=CC=CC=C1 (methoxybenzene), ClC1=CC=C(C=C1)CC(=O)Cl (4-chlorophenylacetylchloride), material, COC (methyl ether), Cl.N1=CC=CC=C1 (pyridine hydrochloride), C(C1=CC=CC=C1)=O (benzaldehyde), N1CCCCC1 (piperidine). Run in C(C)(=O)O (acetic acid), CO (methanol), CO (methanol). Product: OC1=CC=C(C=C1)C(C(=CC1=CC=CC=C1)C1=CC=C(C=C1)Cl)=O (1-(4-hydroxyphenyl)-2-(4-chlorophenyl)-3-phenyl-2-propen-1-one). Isolated yield 44.5%. Reaction SMILES: [OH:1][C:2]1[CH:7]=[CH:6][C:5]([C:8](=[O:17])[CH2:9][C:10]2[CH:15]=[CH:14][C:13]([Cl:16])=[CH:12][CH:11]=2)=[CH:4][CH:3]=1.COC1C=CC=CC=1.Cl[C:27]1[CH:32]=[CH:31][C:30]([CH2:33]C(Cl)=O)=[CH:29][CH:28]=1.COC.Cl.N1C=CC=CC=1.C(=O)C1C=CC=CC=1.N1CCCCC1>CO.C(O)(=O)C>[OH:1][C:2]1[CH:7]=[CH:6][C:5]([C:8](=[O:17])[C:9]([C:10]2[CH:15]=[CH:14][C:13]([Cl:16])=[CH:12][CH:11]=2)=[CH:33][C:30]2[CH:31]=[CH:32][CH:27]=[CH:28][CH:29]=2)=[CH:4][CH:3]=1 |f:4.5|. Procedure details: 8 g (0.0324 mole) of 1-(4-hydroxyphenyl)-2-(4-chlorophenyl)ethanone (prepared by Friedel-Craft reaction between methoxybenzene and 4-chlorophenylacetylchloride, followed by demethylation of the methyl ether with pyridine hydrochloride) was treated with 3.44 g (0.0324 mole) of benzaldehyde and 2.58 g (0.304 mole) of piperidine in 15 ml of methanol at 60° C. and worked up as under Example IA gave 9.0 g of crude product. 8.5 g of this material on refluxing with 85 ml of glacial acetic acid for 4 ho... Starting materials: CCOC(=O)C(CCC1CCC(c2cc(F)ccc2F)(S(=O)(=O)c2ccc(Cl)cc2)CC1)S(C)(=O)=O, CN(C)C=O, CCOS(=O)(=O)C(F)(F)F, [H-], [Na+]. Yields the product CCOC(=O)C(CC)(CCC1CCC(c2cc(F)ccc2F)(S(=O)(=O)c2ccc(Cl)cc2)CC1)S(C)(=O)=O. RXN SMILES: [CH2:1]([CH3:2])[O:3][C:4]([CH:5]([CH2:6][CH2:7][CH:8]1[CH2:9][CH2:10][C:11]([c:14]2[c:15]([F:21])[cH:16][cH:17][c:18]([F:20])[cH:19]2)([S:22](=[O:23])(=[O:24])[c:25]2[cH:26][cH:27][c:28]([Cl:31])[cH:29][cH:30]2)[CH2:12][CH2:13]1)[S:32](=[O:33])(=[O:34])[CH3:35])=[O:36].[CH3:49][N:50]([CH3:51])[CH:52]=[O:53].[F:39][C:40]([F:41])([F:42])[S:43]([O:44][CH2:45][CH3:46])(=[O:47])=[O:48].[H-:37].[Na+:38]>>[CH2:1]([CH3:2])[O:3][C:4]([C:5]([CH2:6][CH2:7][CH:8]1[CH2:9][CH2:10][C:11]([c:14]2[c:15]([F:21])[cH:16][cH:17][c:18]([F:20])[cH:19]2)([S:22](=[O:23])(=[O:24])[c:25]2[cH:26][cH:27][c:28]([Cl:31])[cH:29][cH:30]2)[CH2:12][CH2:13]1)([S:32](=[O:33])(=[O:34])[CH3:35])[CH2:45][CH3:46])=[O:36]. Starting materials: Br (Hydrogen bromide), CC1=C(C(N(CO1)C(C)(C(CCC=C)=O)C)=O)C1=CC=CC=C1 (2-(2,3-dihydro-6-methyl-4-oxo-5-phenyl-4H-1,3-oxazin-3-yl)-2-methyl-hept-6-en-3-one). The solvent is C(C)(=O)O (acetic acid). Conditions: time 5 hour. The product is BrC(CCC(C(C)(C)N1COC(=C(C1=O)C1=CC=CC=C1)C)=O)C (6-bromo-2-(2,3-dihydro-6-methyl-4-oxo-5-phenyl-4H-1,3-oxazin-3-yl)-2-methyl-heptan-3-one). Reaction SMILES: [BrH:1].[CH3:2][C:3]1[O:8][CH2:7][N:6]([C:9]([CH3:17])([C:11](=[O:16])[CH2:12][CH2:13][CH:14]=[CH2:15])[CH3:10])[C:5](=[O:18])[C:4]=1[C:19]1[CH:24]=[CH:23][CH:22]=[CH:21][CH:20]=1>C(O)(=O)C>[Br:1][CH:14]([CH3:15])[CH2:13][CH2:12][C:11](=[O:16])[C:9]([N:6]1[C:5](=[O:18])[C:4]([C:19]2[CH:24]=[CH:23][CH:22]=[CH:21][CH:20]=2)=[C:3]([CH3:2])[O:8][CH2:7]1)([CH3:10])[CH3:17]. Procedure details: Hydrogen bromide solution in acetic acid (50 g of 30% w/w) was added to 2-(2,3-dihydro-6-methyl-4-oxo-5-phenyl-4H-1,3-oxazin-3-yl)-2-methyl-hept-6-en-3-one (4.14 g) and stirred for 5 hours. Evaporation and dry column chromatography on silica gel eluting with hexane/ethyl acetate (4:1) gave 6-bromo-2-(2,3-dihydro-6-methyl-4-oxo-5-phenyl-4H-1,3-oxazin-3-yl)-2-methyl-heptan-3-one (1.04 g) as a brown gum, NMR 1.4(s,6H), 1.7(d,3H), l.9(m,1H), 1.9(s,3H), 2.2(m,1H), 2.7(m,2H), 4.1(m,1H), 5.3(s,2H), 7.3... Starting materials: C(C)(C)(C)OC(=O)N1CCC(CCC1)C1C(NC2=CC(=CC=C12)Cl)=O (rac-4-(6-chloro-2-oxo-2,3-dihydro-1H-indol-3-yl)-azepane-1-carboxylic acid tert-butyl ester), ClC=1C=C(CBr)C=CC1 (3-chlorobenzyl bromide), [I-].[K+] (potassium iodide), C([O-])([O-])=O.[K+].[K+] (potassium carbonate). Run in CC(=O)C (acetone). Reaction conditions: temperature 50 celsius. Yields the product C(C)(C)(C)OC(=O)N1CCC(CCC1)C1(C(NC2=CC(=CC=C12)Cl)=O)CC1=CC(=CC=C1)Cl (rac-4-[6-chloro-3-(3-chloro-benzyl)-2-oxo-2,3-dihydro-1H-indol-3-yl]-azepane-1-carboxylic acid tert-butyl ester). As a reaction SMILES: [C:1]([O:5][C:6]([N:8]1[CH2:14][CH2:13][CH2:12][CH:11]([CH:15]2[C:23]3[C:18](=[CH:19][C:20]([Cl:24])=[CH:21][CH:22]=3)[NH:17][C:16]2=[O:25])[CH2:10][CH2:9]1)=[O:7])([CH3:4])([CH3:3])[CH3:2].[Cl:26][C:27]1[CH:28]=[C:29]([CH:32]=[CH:33][CH:34]=1)[CH2:30]Br.[I-].[K+].C(=O)([O-])[O-].[K+].[K+]>CC(C)=O>[C:1]([O:5][C:6]([N:8]1[CH2:14][CH2:13][CH2:12][CH:11]([C:15]2([CH2:30][C:29]3[CH:32]=[CH:33][CH:34]=[C:27]([Cl:26])[CH:28]=3)[C:23]3[C:18](=[CH:19][C:20]([Cl:24])=[CH:21][CH:22]=3)[NH:17][C:16]2=[O:25])[CH2:10][CH2:9]1)=[O:7])([CH3:4])([CH3:2])[CH3:3] |f:2.3,4.5.6|. Reported procedure: A mixture of rac-4-(6-chloro-2-oxo-2,3-dihydro-1H-indol-3-yl)-azepane-1-carboxylic acid tert-butyl ester (0.3 g, 0.82 mmol) (from Example 61b supra), 3-chlorobenzyl bromide (0.20 g, 0.97 mmol) (Aldrich), potassium iodide (0.16 g, 0.98 mmol) and potassium carbonate (0.24 g, 1.77 mmol) in acetone (5 mL) was heated at 50° C. for overnight The solvent was removed. The residue was purified by chromatography to give rac-4-[6-chloro-3-(3-chloro-benzyl)-2-oxo-2,3-dihydro-1H-indol-3-yl]-azepane-1-carboxy...